From a dataset of the Open Reaction Database (ORD), a public repository of structured organic reaction records. describe an organic reaction: reactants, conditions, products, and yield The reactants are [N+](=O)(O)[O-].ClC=1C=C(C=CC1)NC(=N)N (3-chloro-phenyl-guanidine nitrate), [OH-].[Na+] (sodium hydroxide), CN(C=CC(=O)C1=CC=NC=C1)C (3-dimethylamino-1-(4-pyridyl)-2-propen-1-one). The solvent is C(C(C)C)O (isobutanol). Yields the product ClC=1C=C(C=CC1)NC1=NC=CC(=N1)C1=CC=NC=C1 (N-(3-chloro-phenyl)-4-pyridyl-2-pyrimidineamine). RXN SMILES: [N+]([O-])(O)=O.[Cl:5][C:6]1[CH:7]=[C:8]([NH:12][C:13]([NH2:15])=[NH:14])[CH:9]=[CH:10][CH:11]=1.[OH-].[Na+].CN(C)[CH:20]=[CH:21][C:22]([C:24]1[CH:29]=[CH:28][N:27]=[CH:26][CH:25]=1)=O>C(O)C(C)C>[Cl:5][C:6]1[CH:7]=[C:8]([NH:12][C:13]2[N:15]=[C:22]([C:24]3[CH:29]=[CH:28][N:27]=[CH:26][CH:25]=3)[CH:21]=[CH:20][N:14]=2)[CH:9]=[CH:10][CH:11]=1 |f:0.1,2.3|. Procedure: 2.8 g (12 mmol) of 3-chloro-phenyl-guanidine nitrate and 0.5 g (12 mmol) of sodium hydroxide are added to a suspension of 2.0 g (11.7 mmol) of 3-dimethylamino-1-(4-pyridyl)-2-propen-1-one [described in EP-A-0 233 461] in 100 ml of isobutanol and the reaction mixture is boiled under reflux for 5 hours. After cooling, the reaction product is isolated by filtration, washed with water and chromatographed (tetrahydrofuran). After crystallisation (tetrahydrofuran/diethyl ether), N-(3-chloro-phenyl)-4-... Reactants: C1CC(=O)N(C1=O)I (NIS), C1(=CC=CC=C1)P(C1=CC=CC=C1)C1=CC=CC=C1 (triphenylphosphine), C1(=CC=CC=C1)C=1OC2=C(C1)C=C(C=C2)CCO (2-(2-Phenyl-benzofuran-5-yl)ethanol). Run in C(Cl)Cl (DCM). Yields the product ICCC=1C=CC2=C(C=C(O2)C2=CC=CC=C2)C1 (5-(2-iodo-ethyl)-2-phenyl-benzofuran). As a reaction SMILES: [C:1]1([C:7]2[O:8][C:9]3[CH:15]=[CH:14][C:13]([CH2:16][CH2:17]O)=[CH:12][C:10]=3[CH:11]=2)[CH:6]=[CH:5][CH:4]=[CH:3][CH:2]=1.C1C(=O)N([I:26])C(=O)C1.C1(P(C2C=CC=CC=2)C2C=CC=CC=2)C=CC=CC=1>C(Cl)Cl>[I:26][CH2:17][CH2:16][C:13]1[CH:14]=[CH:15][C:9]2[O:8][C:7]([C:1]3[CH:6]=[CH:5][CH:4]=[CH:3][CH:2]=3)=[CH:11][C:10]=2[CH:12]=1. Procedure: 2-(2-Phenyl-benzofuran-5-yl)ethanol (11.18 g; 46.9 mmol) was dissolved in DCM (170 ml) and N-iodinesuccinimide (NIS; 11.31 g; 50.27 mmol) and triphenylphosphine (15.39 g; 52.67 mmol) was added under stirring. After keeping the reaction mixture at RT over night the reaction was extracted two times with 6% aqueous NaHCO3 solution and the organic layer was dried over Na2SO4. After filtering and removal of the solvent pure title compound was obtained after crystallization from methanol/DCM/cyclo-hex... RXN SMILES: [F:1][C:2]([S:3](=[O:4])(=[O:5])[c:6]1[cH:7][cH:8][c:9]([NH:12][C:13]([CH3:14])=[O:15])[cH:10][cH:11]1)([F:16])[F:17].[OH:18][N+:19]([O-:20])=[O:21]>>[F:1][C:2]([S:3](=[O:4])(=[O:5])[c:6]1[cH:7][c:8]([N+:19](=[O:18])[O-:20])[c:9]([NH:12][C:13]([CH3:14])=[O:15])[cH:10][cH:11]1)([F:16])[F:17]. Yields the product CC(=O)Nc1ccc(S(=O)(=O)C(F)(F)F)cc1[N+](=O)[O-]. Reactants: CC(=O)Nc1ccc(S(=O)(=O)C(F)(F)F)cc1, O=[N+]([O-])O. The reactants are NC1=NC2=C(C=3C=C(C=NC13)CCC1=C(C=C(C=C1)O)C)C=CC(=C2)C (4-(2-(5-amino-8-methylbenzo[f][1,7]naphthyridin-2-yl)ethyl)-3-methylphenol), BrCCCP(OCC)(OCC)=O (diethyl 3-bromopropylphosphonate). The product is NC1=NC2=C(C=3C=C(C=NC13)CCC1=C(C=C(OCCCP(OCC)(OCC)=O)C=C1)C)C=CC(=C2)C (Diethyl 3-(4-(2-(5-amino-8-methylbenzo[f][1,7]naphthyridin-2-yl)ethyl)-3-methylphenoxy)propylphosphonate). Reaction SMILES: [NH2:1][C:2]1[C:11]2[N:10]=[CH:9][C:8]([CH2:12][CH2:13][C:14]3[CH:19]=[CH:18][C:17]([OH:20])=[CH:16][C:15]=3[CH3:21])=[CH:7][C:6]=2[C:5]2[CH:22]=[CH:23][C:24]([CH3:26])=[CH:25][C:4]=2[N:3]=1.Br[CH2:28][CH2:29][CH2:30][P:31](=[O:38])([O:35][CH2:36][CH3:37])[O:32][CH2:33][CH3:34]>>[NH2:1][C:2]1[C:11]2[N:10]=[CH:9][C:8]([CH2:12][CH2:13][C:14]3[CH:19]=[CH:18][C:17]([O:20][CH2:28][CH2:29][CH2:30][P:31](=[O:38])([O:35][CH2:36][CH3:37])[O:32][CH2:33][CH3:34])=[CH:16][C:15]=3[CH3:21])=[CH:7][C:6]=2[C:5]2[CH:22]=[CH:23][C:24]([CH3:26])=[CH:25][C:4]=2[N:3]=1. Procedure: Diethyl 3-(4-(2-(5-amino-8-methylbenzo[f][1,7]naphthyridin-2-yl)ethyl)-3-methylphenoxy)propylphosphonate was prepared following an analogous procedure to the preparation described for Example 139, but using 4-(2-(5-amino-8-methylbenzo[f][1,7]naphthyridin-2-yl)ethyl)-3-methylphenol (from Example 50) with diethyl 3-bromopropylphosphonate. 1H NMR (Acetone-d6): δ 9.52 (s, 1H), 9.47 (s, 1H), 9.03 (d, 1H), 8.21 (s, 1H), 7.93 (d, 1H), 7.84 (d, 1H), 7.60 (br, 2H), 7.53 (s, 1), 7.45 (d, 1H), 4.76-4.91 (m...